Task: describe an organic reaction: reactants, conditions, products, and yield. Dataset: the Open Reaction Database (ORD), a public repository of structured organic reaction records Reactants: COC=1C=C2CCC(C(C2=CC1)=O)C/C=C/C=O ((E)-4-(6-methoxy-1-oxo-tetralin-2-yl)but-2-enal), C1(=C(C=CC=C1)CNC=CC(C)=O)C (4-(o-tolylmethylamino)but-3-en-2-one). Product: C(C)(=O)C1=CN(C=CC1CC1C(C2=CC=C(C=C2CC1)OC)=O)CC1=C(C=CC=C1)C (2-[[3-acetyl-1-(o-tolylmethyl)-4H-pyridin-4-yl]methyl]-6-methoxy-tetralin-1-one). Reaction SMILES: [CH3:1][O:2][C:3]1[CH:4]=[C:5]2[C:10](=[CH:11][CH:12]=1)[C:9](=[O:13])[CH:8]([CH2:14]/[CH:15]=[CH:16]/[CH:17]=O)[CH2:7][CH2:6]2.[C:19]1([CH3:32])[CH:24]=[CH:23][CH:22]=[CH:21][C:20]=1[CH2:25][NH:26][CH:27]=[CH:28][C:29](=[O:31])[CH3:30]>>[C:29]([C:28]1[CH:15]([CH2:14][CH:8]2[CH2:7][CH2:6][C:5]3[C:10](=[CH:11][CH:12]=[C:3]([O:2][CH3:1])[CH:4]=3)[C:9]2=[O:13])[CH:16]=[CH:17][N:26]([CH2:25][C:20]2[CH:21]=[CH:22][CH:23]=[CH:24][C:19]=2[CH3:32])[CH:27]=1)(=[O:31])[CH3:30]. Procedure: The title compound 59 is prepared according to the procedure reported in step D of Example 8 with aldehyde 54 (100 mg, 0.41 mmol) and enamine 60 (110 mg, 0.57 mmol) as reactants. Purification by column chromatography on SiO2 (Petroleum Ether/EtOAc=2:1) afford the title compound 59 as a yellow oil. (Yield 100 mg, 59%). Starting materials: CC(=O)Cl, ClCCl, CSc1nc2ccccn2c(=N)c1S(=O)(=O)c1ccccc1, c1ccncc1. Product: CSc1nc2ccccn2c(=NC(C)=O)c1S(=O)(=O)c1ccccc1. As a reaction SMILES: [C:29]([CH3:30])(=[O:31])[Cl:32].[CH2:33]([Cl:34])[Cl:35].[c:1]1([S:7](=[O:8])(=[O:9])[c:10]2[c:11]([S:21][CH3:22])[n:12][c:13]3[n:14]([c:15]2=[NH:16])[cH:17][cH:18][cH:19][cH:20]3)[cH:2][cH:3][cH:4][cH:5][cH:6]1.[cH:23]1[cH:24][cH:25][n:26][cH:27][cH:28]1>>[c:1]1([S:7](=[O:8])(=[O:9])[c:10]2[c:11]([S:21][CH3:22])[n:12][c:13]3[n:14]([c:15]2=[N:16][C:29]([CH3:30])=[O:31])[cH:17][cH:18][cH:19][cH:20]3)[cH:2][cH:3][cH:4][cH:5][cH:6]1.